This data is from the Open Reaction Database (ORD), a public repository of structured organic reaction records. The task is: describe an organic reaction: reactants, conditions, products, and yield The reactants are C(#N)C=1C2=C(SC1NC(C(C(CC)C)C1=CC=CC=C1)=O)CCC2 (3-Methyl-2-phenyl-pentanoic acid (3-cyano-5,6-dihydro-4H-cyclopenta[b]thiophen-2-yl)-amide), NC1=C(C2=C(S1)CCC2)C#N (2-Amino-3-cyano-5,6-dihydro-4H-cyclopenta[b]thiophene). Conditions: time 20 hour. Product: C(#N)C=1C2=C(SC1NC(C(C1=CC=CC=C1)C1CCCC1)=O)CCC2 (N-(3-Cyano-5,6-dihydro-4H-cyclopenta[b]thiophen-2-yl)-2-cyclopentyl-2-phenyl-acetamide). As a reaction SMILES: [C:1]([C:3]1[C:4]2[CH2:24][CH2:23][CH2:22][C:5]=2[S:6][C:7]=1[NH:8][C:9](=[O:21])[CH:10]([C:15]1[CH:20]=[CH:19][CH:18]=[CH:17][CH:16]=1)[CH:11]([CH3:14])[CH2:12][CH3:13])#[N:2].N[C:26]1SC2CCCC=2C=1C#N>>[C:1]([C:3]1[C:4]2[CH2:24][CH2:23][CH2:22][C:5]=2[S:6][C:7]=1[NH:8][C:9](=[O:21])[CH:10]([CH:11]1[CH2:14][CH2:26][CH2:13][CH2:12]1)[C:15]1[CH:20]=[CH:19][CH:18]=[CH:17][CH:16]=1)#[N:2]. Procedure: Reaction of α-phenylcyclopentaneacetyl chloride (Prepared in Example 12, Step1) and 2-Amino-3-cyano-5,6-dihydro-4H-cyclopenta[b]thiophene (164 mg; 1.0 mmol) according to the procedure outlined in Example 5 for 20 h at room temperature provided after workup, crude product which triturated with diethylether to give 111 mg of which was further purified by recrystallization from ethylacetate/hexanes to provide 44 mg (%) of N-(3-Cyano-5,6-dihydro-4H-cyclopenta[b]thiophen-2-yl)-2-cyclopentyl-2-phenyl-...